The task is: describe an organic reaction: reactants, conditions, products, and yield. This data is from the Open Reaction Database (ORD), a public repository of structured organic reaction records. The reactants are OCCO, Cc1ccc(S(=O)(=O)O)cc1, Cc1ccccc1, COc1cc(C(=O)c2ccc(Cl)cc2)ccc1[N+](=O)[O-]. The product is COc1cc(C2(c3ccc(Cl)cc3)OCCO2)ccc1[N+](=O)[O-]. RXN SMILES: [CH2:21]([CH2:22][OH:23])[OH:24].[CH3:25][c:26]1[cH:27][cH:28][c:29]([S:30]([OH:31])(=[O:32])=[O:33])[cH:34][cH:35]1.[CH3:36][c:37]1[cH:38][cH:39][cH:40][cH:41][cH:42]1.[Cl:1][c:2]1[cH:3][cH:4][c:5]([C:8](=[O:9])[c:10]2[cH:11][c:12]([O:19][CH3:20])[c:13]([N+:16](=[O:17])[O-:18])[cH:14][cH:15]2)[cH:6][cH:7]1>>[Cl:1][c:2]1[cH:3][cH:4][c:5]([C:8]2([c:10]3[cH:11][c:12]([O:19][CH3:20])[c:13]([N+:16](=[O:17])[O-:18])[cH:14][cH:15]3)[O:9][CH2:21][CH2:22][O:23]2)[cH:6][cH:7]1. Reactants: COC1=CC(=C(C(=C1)C)S(=O)(=O)N(C)CC=1OC=C(N1)C(=O)O)C (2-({[(4-methoxy-2,6-dimethylphenyl)sulfonyl](methyl)amino}methyl)-1,3-oxazole-4-carboxylic acid), Cl.Cl.COC1CN(CCC1)CC1=CC=C(C=C1)CNC (1-{4-[(3-methoxypiperidin-1-yl)methyl]phenyl}-N-methylmethanamine dihydrochloride), CCN=C=NCCCN(C)C (EDCI), C=1C=CC2=C(C1)N=NN2O (HOBt). Run in C(Cl)Cl (DCM). The product is COC1=CC(=C(C(=C1)C)S(=O)(=O)N(C)CC=1OC=C(N1)C(=O)N(C)CC1=CC=C(C=C1)CN1CC(CCC1)OC)C (2-({[(4-Methoxy-2,6-dimethylphenyl)sulfonyl](methyl)amino}methyl)-N-{4-[(3-methoxypiperidin-1-yl)methyl]benzyl}-N-methyl-1,3-oxazole-4-carboxamide). RXN SMILES: [CH3:1][O:2][C:3]1[CH:8]=[C:7]([CH3:9])[C:6]([S:10]([N:13]([CH2:15][C:16]2[O:17][CH:18]=[C:19]([C:21]([OH:23])=O)[N:20]=2)[CH3:14])(=[O:12])=[O:11])=[C:5]([CH3:24])[CH:4]=1.CCN=C=NCCCN(C)C.C1C=CC2N(O)N=NC=2C=1.Cl.Cl.[CH3:48][O:49][CH:50]1[CH2:55][CH2:54][CH2:53][N:52]([CH2:56][C:57]2[CH:62]=[CH:61][C:60]([CH2:63][NH:64][CH3:65])=[CH:59][CH:58]=2)[CH2:51]1>C(Cl)Cl>[CH3:1][O:2][C:3]1[CH:4]=[C:5]([CH3:24])[C:6]([S:10]([N:13]([CH2:15][C:16]2[O:17][CH:18]=[C:19]([C:21]([N:64]([CH2:63][C:60]3[CH:59]=[CH:58][C:57]([CH2:56][N:52]4[CH2:53][CH2:54][CH2:55][CH:50]([O:49][CH3:48])[CH2:51]4)=[CH:62][CH:61]=3)[CH3:65])=[O:23])[N:20]=2)[CH3:14])(=[O:12])=[O:11])=[C:7]([CH3:9])[CH:8]=1 |f:3.4.5|. Reported procedure: The title compound was prepared according to general procedure BH using 2-({[(4-methoxy-2,6-dimethylphenyl)sulfonyl](methyl)amino}methyl)-1,3-oxazole-4-carboxylic acid (40 mg, 0.11 mmol), EDCI (29 mg, 0.15 mmol), HOBt (22 mg, 0.16 mmol) DIPEA (0.04 mL, 0.21 mmol), 1-{4-[(3-methoxypiperidin-1-yl)methyl]phenyl}-N-methylmethanamine dihydrochloride (38 mg, 0.13 mmol) and DCM (5 mL).